Dataset: the Open Reaction Database (ORD), a public repository of structured organic reaction records. Task: describe an organic reaction: reactants, conditions, products, and yield Reactants: C1(CC1)C=1C=CC(=NC1OCC1CC1)C(=O)O (5-cyclopropyl-6-cyclopropylmethyloxy-pyridine-2-carboxylic acid), CC(N)(C=1SC(=CN1)C)C (α,α,5-trimethyl-2-thiazolemethanamine). Yields the product CC(C)(C=1SC(=CN1)C)NC(=O)C1=NC(=C(C=C1)C1CC1)OCC1CC1 (5-Cyclopropyl-6-cyclopropylmethoxy-pyridine-2-carboxylic acid [1-methyl-1-(5-methyl-thiazol-2-yl)-ethyl]-amide). RXN SMILES: [CH:1]1([C:4]2[CH:5]=[CH:6][C:7]([C:15]([OH:17])=O)=[N:8][C:9]=2[O:10][CH2:11][CH:12]2[CH2:14][CH2:13]2)[CH2:3][CH2:2]1.[CH3:18][C:19]([CH3:27])([C:21]1[S:22][C:23]([CH3:26])=[CH:24][N:25]=1)[NH2:20]>>[CH3:18][C:19]([NH:20][C:15]([C:7]1[CH:6]=[CH:5][C:4]([CH:1]2[CH2:2][CH2:3]2)=[C:9]([O:10][CH2:11][CH:12]2[CH2:13][CH2:14]2)[N:8]=1)=[O:17])([C:21]1[S:22][C:23]([CH3:26])=[CH:24][N:25]=1)[CH3:27]. Reported procedure: The title compound was synthesized in analogy to Example 1, using 5-cyclopropyl-6-cyclopropylmethyloxy-pyridine-2-carboxylic acid (Example 42a) and α,α,5-trimethyl-2-thiazolemethanamine (CAN 1155530-59-8) as starting materials; LC-MS (UV peak area/ESI) 94%, 372.1743 (M+H)+. The reactants are C(=C)C=1C(NC(NC1)=O)=O (5-vinyluracil), [Br-] (bromide). As a reaction SMILES: [CH:1]([C:3]1[C:4](=[O:10])[NH:5][C:6](=[O:9])[NH:7][CH:8]=1)=[CH2:2].[Br-:11]>CN(C)C=O>[Br:11]/[CH:2]=[CH:1]/[C:3]1[C:4](=[O:10])[NH:5][C:6](=[O:9])[NH:7][CH:8]=1. The yield is 83.4%. Run in CN(C=O)C (dimethylformamide), CN(C=O)C (dimethylformamide). Product: Br/C=C/C=1C(NC(NC1)=O)=O (E-5-(2-bromovinyl)uracil). Procedure: 5-vinyluracil (2.75 g, 20 mmoles) was dissolved in dry dimethylformamide (250 ml). To this solution was added a solution of bromide (3.2 g, 20 mmoles) in dry dimethylformamide (30 ml). The reaction mixture was shaken until colourless and then heated at 100° for 1 hour. The solution was then evaporated under reduced pressure to a brown oil to which was added water (30 ml). The resulting pink suspension was filtered and the pale pink solid recrystallised from methanol to give E-5-(2-bromovinyl)ura... The reactants are C1(=CC=CC=C1)P(C1=CC=CC=C1)C1=CC=CC=C1 (Triphenylphosphine), C(C)(C)(C)OC(=O)NC1C(N(CCC1)C(=O)OCC1=CC=CC=C1)CCO (benzyl (2RS,3SR)-3-[(tert-butoxycarbonyl)amino]-2-(2-hydroxyethyl)piperidine-1-carboxylate), C1(=CC=CC=C1)P(=O)(C1=CC=CC=C1)N=[N+]=[N-] (diphenylphosphoryl azide), solution, N(=NC(=O)OCC)C(=O)OCC (diethyl azodicarboxylate). Solvent: C1(=CC=CC=C1)C (toluene), O1CCCC1 (tetrahydrofuran). Reaction conditions: temperature 0 celsius. Yields the product N(=[N+]=[N-])CCC1N(CCCC1NC(=O)OC(C)(C)C)C(=O)OCC1=CC=CC=C1 (benzyl (2RS,3SR)-2-(2-azidoethyl)-3-[(tert-butoxycarbonyl)amino]piperidine-1-carboxylate). Reaction SMILES: C1(P(C2C=CC=CC=2)C2C=CC=CC=2)C=CC=CC=1.[C:20]([O:24][C:25]([NH:27][CH:28]1[CH2:33][CH2:32][CH2:31][N:30]([C:34]([O:36][CH2:37][C:38]2[CH:43]=[CH:42][CH:41]=[CH:40][CH:39]=2)=[O:35])[CH:29]1[CH2:44][CH2:45]O)=[O:26])([CH3:23])([CH3:22])[CH3:21].C1(P([N:61]=[N+:62]=[N-:63])(C2C=CC=CC=2)=O)C=CC=CC=1.N(C(OCC)=O)=NC(OCC)=O>C1(C)C=CC=CC=1.O1CCCC1>[N:61]([CH2:45][CH2:44][CH:29]1[CH:28]([NH:27][C:25]([O:24][C:20]([CH3:22])([CH3:23])[CH3:21])=[O:26])[CH2:33][CH2:32][CH2:31][N:30]1[C:34]([O:36][CH2:37][C:38]1[CH:39]=[CH:40][CH:41]=[CH:42][CH:43]=1)=[O:35])=[N+:62]=[N-:63]. Reported procedure: Triphenylphosphine (202 mg) was added to the compound 14 (146 mg), tetrahydrofuran (1 mL), diphenylphosphoryl azide (0.17 mL) and 2.2 mol/L of a solution (0.35 mL) of diethyl azodicarboxylate in toluene with stirring at 0° C. The reaction solution was stirred at room temperature for 1 hour and then concentrated. The residue was purified by silica gel column chromatography (hexane:ethyl acetate=4:1→1:3) to obtain the title compound (136 mg) having the following physical properties. Starting materials: C(CCCC)O (n-pentanol), C12=NNCCC2CCC1 (diazabicyclo-[4,3,0]-nonene), C(N)(OCCC(C)C)=O (isoamyl carbamate), C(N)(OCCCCC)=O (n-pentyl carbamate), C(N)(OCCC(C)C)=O (isoamyl carbamate). The solvent is C(CC(C)C)O (isoamyl alcohol). Product: C(OCCC(C)C)(OCCC(C)C)=O (diisoamyl carbonate). The yield is 89.0%. Reaction SMILES: [CH2:1]([OH:6])[CH2:2][CH2:3][CH2:4]C.[C:7](=O)(OCCCCC)N.[C:16](=[O:24])([O:18][CH2:19][CH2:20][CH:21]([CH3:23])[CH3:22])N.C12CCCC1CCNN=2>C(O)CC(C)C>[C:16](=[O:24])([O:6][CH2:1][CH2:2][CH:3]([CH3:4])[CH3:7])[O:18][CH2:19][CH2:20][CH:21]([CH3:23])[CH3:22]. Procedure details: The procedure described in Example 4 is followed, but the n-pentanol and n-pentyl carbamate are replaced respectively by isoamyl alcohol and isoamyl carbamate, and diazabicyclo-[4,3,0]-nonene is used as the catalyst. After completion of the reaction, analysis by gas chromatography shows that 66.9% of isoamyl carbamate have been converted and 120.3 parts of diisoamyl carbonate (89% of theory, based on converted isoamyl carbamate), of boiling point 106°-108° C./18 mbar, have been formed. Reactants: CC1=CC=C(C=C1)C(C1=C(C=CC=C1)N1CCCCC1)N (α-(4-methyl-phenyl)-2-piperidino-benzylamine), C(C)OC=1C=C(C=CC1C(=O)OCC)CC(=O)O (3-ethoxy-4-ethoxycarbonyl-phenylacetic acid). Yields the product C(C)OC1=C(C(=O)OCC)C=CC(=C1)CC(=O)NC(C1=C(C=CC=C1)N1CCCCC1)C1=CC=C(C=C1)C (Ethyl 2-ethoxy-4-[N-{α-(4-methyl-phenyl)-2-piperidinobenzyl}-aminocarbonylmethyl]-benzoate). As a reaction SMILES: [CH3:1][C:2]1[CH:7]=[CH:6][C:5]([CH:8]([NH2:21])[C:9]2[CH:14]=[CH:13][CH:12]=[CH:11][C:10]=2[N:15]2[CH2:20][CH2:19][CH2:18][CH2:17][CH2:16]2)=[CH:4][CH:3]=1.[CH2:22]([O:24][C:25]1[CH:26]=[C:27]([CH2:36][C:37](O)=[O:38])[CH:28]=[CH:29][C:30]=1[C:31]([O:33][CH2:34][CH3:35])=[O:32])[CH3:23]>>[CH2:22]([O:24][C:25]1[CH:26]=[C:27]([CH2:36][C:37]([NH:21][CH:8]([C:5]2[CH:4]=[CH:3][C:2]([CH3:1])=[CH:7][CH:6]=2)[C:9]2[CH:14]=[CH:13][CH:12]=[CH:11][C:10]=2[N:15]2[CH2:20][CH2:19][CH2:18][CH2:17][CH2:16]2)=[O:38])[CH:28]=[CH:29][C:30]=1[C:31]([O:33][CH2:34][CH3:35])=[O:32])[CH3:23]. Procedure: Prepared from α-(4-methyl-phenyl)-2-piperidino-benzylamine and 3-ethoxy-4-ethoxycarbonyl-phenylacetic acid. Reactants: NC1=C(C=C(C=C1)C=1CCC(NN1)=O)[N+](=O)[O-] (6-(4'-amino-3'-nitro-phenyl)-4,5-dihydro-3(2H)-pyridazinone), FC1=C(C(=O)Cl)C=CC=C1 (o-fluoro-benzoyl chloride). Solvent: ClC1=CC=CC=C1 (chlorobenzene). Product: [N+](=O)([O-])C=1C=C(C=CC1NC(C1=C(C=CC=C1)F)=O)C=1CCC(NN1)=O (6-[3'-Nitro-4'-(o-fluoro-benzoylamino)-phenyl]-4,5-dihydro-3(2H)-pyridazinone). RXN SMILES: [NH2:1][C:2]1[CH:7]=[CH:6][C:5]([C:8]2[CH2:9][CH2:10][C:11](=[O:14])[NH:12][N:13]=2)=[CH:4][C:3]=1[N+:15]([O-:17])=[O:16].[F:18][C:19]1[CH:27]=[CH:26][CH:25]=[CH:24][C:20]=1[C:21](Cl)=[O:22]>ClC1C=CC=CC=1>[N+:15]([C:3]1[CH:4]=[C:5]([C:8]2[CH2:9][CH2:10][C:11](=[O:14])[NH:12][N:13]=2)[CH:6]=[CH:7][C:2]=1[NH:1][C:21](=[O:22])[C:20]1[CH:24]=[CH:25][CH:26]=[CH:27][C:19]=1[F:18])([O-:17])=[O:16]. Procedure: 11.7 gm of 6-(4'-amino-3'-nitro-phenyl)-4,5-dihydro-3(2H)-pyridazinone wereadded in small portions to a boiling solution of 15.8 gm of o-fluoro-benzoyl chloride in 350 ml of chlorobenzene, and the resulting mixture was heated for 15 hours more. After cooling, the reaction product was suction-filtered off and boiled with ethanol for purification.